From a dataset of the Open Reaction Database (ORD), a public repository of structured organic reaction records. describe an organic reaction: reactants, conditions, products, and yield The reactants are CC(C)(C)OC(=O)n1cc(-c2ccc(C3=NOC(c4cc(Cl)cc(Cl)c4)(C(F)(F)F)C3)c3ccccc23)cn1, ClCCl, O=C(OC(=O)C(F)(F)F)C(F)(F)F, [Na+], [OH-]. The product is FC(F)(F)C1(c2cc(Cl)cc(Cl)c2)CC(c2ccc(-c3cn[nH]c3)c3ccccc23)=NO1. Reaction SMILES: [C:14]([O:15][C:16](=[O:17])[n:21]1[n:22][cH:23][c:24](-[c:26]2[cH:27][cH:28][c:29]([C:36]3=[N:37][O:38][C:39]([C:41]([F:42])([F:43])[F:44])([c:45]4[cH:46][c:47]([Cl:52])[cH:48][c:49]([Cl:51])[cH:50]4)[CH2:40]3)[c:30]3[cH:31][cH:32][cH:33][cH:34][c:35]23)[cH:25]1)([CH3:18])([CH3:19])[CH3:20].[Cl:55][CH2:56][Cl:57].[F:1][C:2]([F:3])([F:4])[C:5]([O:6][C:7](=[O:8])[C:9]([F:10])([F:11])[F:12])=[O:13].[Na+:54].[OH-:53]>>[nH:21]1[n:22][cH:23][c:24](-[c:26]2[cH:27][cH:28][c:29]([C:36]3=[N:37][O:38][C:39]([C:41]([F:42])([F:43])[F:44])([c:45]4[cH:46][c:47]([Cl:52])[cH:48][c:49]([Cl:51])[cH:50]4)[CH2:40]3)[c:30]3[cH:31][cH:32][cH:33][cH:34][c:35]23)[cH:25]1. Reactants: C(C)(=O)N1CCC(CC1)C(C1=CC=C(C=C1)Br)=O (1-acetyl-4-(4-bromobenzoyl)piperidine), Cl (HCl). Yields the product Cl.BrC1=CC=C(C(=O)C2CCNCC2)C=C1 (4-(4-bromobenzoyl)piperidine hydrochloride). As a reaction SMILES: C([N:4]1[CH2:9][CH2:8][CH:7]([C:10](=[O:18])[C:11]2[CH:16]=[CH:15][C:14]([Br:17])=[CH:13][CH:12]=2)[CH2:6][CH2:5]1)(=O)C.[ClH:19]>>[ClH:19].[Br:17][C:14]1[CH:13]=[CH:12][C:11]([C:10]([CH:7]2[CH2:8][CH2:9][NH:4][CH2:5][CH2:6]2)=[O:18])=[CH:16][CH:15]=1 |f:2.3|. Reported procedure: A sample of 30.9 g of 1-acetyl-4-(4-bromobenzoyl)piperidine is refluxed for 6 hours in 6N HCl, cooled, and the resulting insoluble salt is collected. The salt is recrystallized from an ethanol-ether mixture, then from isopropanol to give off-white crystals, mp 225°-227° C., 4-(4-bromobenzoyl)piperidine hydrochloride. Reactants: CC(C)(C)OC(=O)C1N(CCSC1(C)C)S(=O)(=O)C=1C=C2OC3=C(C2=CC1)CCCCCC3 (4-(5,6,7,8,9,10-Hexahydro-11-oxa-cycloocta{a}indene-2-sulfonyl)-2,2-dimethylthiomorpholine-3-carboxylic Acid 1,1-dimethylethyl Ester). Run in FC(C(=O)O)(F)F (trifluoroacetic acid). Conditions: time 8 hour. Yields the product C1=C2OC3=C(C2=CC=C1S(=O)(=O)N1C(C(SCC1)(C)C)C(=O)O)CCCCCC3 (4-(5,6,7,8,9,10-Hexahydro-11-oxa-cycloocta{a}indene-2-sulfonyl)-2,2-dimethylthiomorpholine-3-carboxylic acid). The yield is 80.0%. RXN SMILES: CC([O:5][C:6]([CH:8]1[C:13]([CH3:15])([CH3:14])[S:12][CH2:11][CH2:10][N:9]1[S:16]([C:19]1[CH:20]=[C:21]2[C:25](=[CH:26][CH:27]=1)[C:24]1[CH2:28][CH2:29][CH2:30][CH2:31][CH2:32][CH2:33][C:23]=1[O:22]2)(=[O:18])=[O:17])=[O:7])(C)C>FC(F)(F)C(O)=O>[CH:20]1[C:19]([S:16]([N:9]2[CH2:10][CH2:11][S:12][C:13]([CH3:15])([CH3:14])[CH:8]2[C:6]([OH:7])=[O:5])(=[O:18])=[O:17])=[CH:27][CH:26]=[C:25]2[C:21]=1[O:22][C:23]1[CH2:33][CH2:32][CH2:31][CH2:30][CH2:29][CH2:28][C:24]=12. Procedure: The ester from Example 8 (0.184 g, 0.38 mmol) was diluted with trifluoroacetic acid (5 mL) and stirred at room temperature for overnight. The solution was poured over ice, and the resulting solid was collected by filtration and dried in vacuo to give the acid (0.133 g, 80%) as a cream colored solid. 1HNMR (DMSO-d6) δ 12.7 (bs, 1H), 7.8 (s, 1H), 7.7 (d, 1H), 7.5 (d, 1H), 4.3 (s, 1H), 3.9 (m, 1H), 3.6 (m, 1H), 2.9 (m, 3H), 2.8 (m, 2H), 2.3 (m, 1H), 1.8 (m, 2H), 1.7 (m, 2H), 1.5 (m, 2H), 1.49 (s, 3... Reactants: Cl (hydrochloric acid), resultant mixture, ice water, NC1=C(C=CC(=C1)OC)O (2-amino-4-methoxyphenol), C(C)OC(=S)S (O-ethylxanthic acid), [K] (potassium). Run in N1=CC=CC=C1 (pyridine). Product: COC=1C=CC2=C(N=C(O2)S)C1 (5-methoxybenzoxazole-2-thiol). As a reaction SMILES: [NH2:1][C:2]1[CH:7]=[C:6]([O:8][CH3:9])[CH:5]=[CH:4][C:3]=1[OH:10].C(O[C:14](S)=[S:15])C.[K].Cl>N1C=CC=CC=1>[CH3:9][O:8][C:6]1[CH:5]=[CH:4][C:3]2[O:10][C:14]([SH:15])=[N:1][C:2]=2[CH:7]=1 |^1:16|. Procedure: The mixture containing 2-amino-4-methoxyphenol (1 eq) and O-ethylxanthic acid, potassium salt (1.1 eq) in pyridine was refluxed for two hours. The resultant mixture was poured in to ice/water containing hydrochloric acid to yield a 5-methoxybenzoxazole-2-thiol as a tan solid. MS: MH+=182